Dataset: the Open Reaction Database (ORD), a public repository of structured organic reaction records. Task: describe an organic reaction: reactants, conditions, products, and yield Reactants: 2,4-methoxy-7-morpholin-4-yl-benzothiazole-2-carboxylic acid, C(=O)(N1C=NC=C1)N1C=NC=C1 (CDI), O=C(CNC(=O)C=1SC2=C(N1)C(=CC=C2N2CCOCC2)OC)C=2SC=CC2 (4-methoxy-7-morpholin-4-yl-benzothiazole-2-carboxylic acid (2-oxo-2-thiophen-2-yl-ethyl)-amide), FC(C(=O)[O-])(F)F.[NH4+] (ammonium triflouroacetate), Cl.NCC(=O)C=1SC=CC1 (2-amino-1-(2-thienyl)ethanone hydrochloride). Solvent: C(C)N(CC)CC (triethylamine). Product: COC1=CC=C(C2=C1N=C(S2)C=2NC=C(N2)C=2SC=CC2)N2CCOCC2 (4-methoxy-7-morpholin-4-yl-2-(4-thiophen-2-yl-1H-imidazol-2-yl)-benzothiazole). Reaction SMILES: C(N1C=CN=C1)(N1C=CN=C1)=O.Cl.[NH2:14][CH2:15][C:16]([C:18]1[S:19][CH:20]=[CH:21][CH:22]=1)=O.O=C(C1SC=CC=1)C[NH:26][C:27]([C:29]1[S:30][C:31]2[C:37]([N:38]3[CH2:43][CH2:42][O:41][CH2:40][CH2:39]3)=[CH:36][CH:35]=[C:34]([O:44][CH3:45])[C:32]=2[N:33]=1)=O.FC(F)(F)C([O-])=O.[NH4+]>C(N(CC)CC)C>[CH3:45][O:44][C:34]1[C:32]2[N:33]=[C:29]([C:27]3[NH:14][CH:15]=[C:16]([C:18]4[S:19][CH:20]=[CH:21][CH:22]=4)[N:26]=3)[S:30][C:31]=2[C:37]([N:38]2[CH2:39][CH2:40][O:41][CH2:42][CH2:43]2)=[CH:36][CH:35]=1 |f:1.2,4.5|. Reported procedure: In accordance with scheme 2,4-methoxy-7-morpholin-4-yl-benzothiazole-2-carboxylic acid (for R1=morpholinyl, XII) and CDI (1,1′-carbonyl-diimidazole) was stirred at room temperature for about 1.5 hours. Then, for example, 2-amino-1-(2-thienyl)ethanone hydrochloride (for R3=thienyl) and triethylamine were added and stirring are continued over night at room temperature. Then a mixture of the obtained 4-methoxy-7-morpholin-4-yl-benzothiazole-2-carboxylic acid (2-oxo-2-thiophen-2-yl-ethyl)-amide (III...